From a dataset of the Open Reaction Database (ORD), a public repository of structured organic reaction records. describe an organic reaction: reactants, conditions, products, and yield Reactants: C1CCC2=NCCCN2CC1 (DBU), CN1CC[C@@]2([C@H]1N(C=1C=CC=C(C21)O)C)C (cis-(±)-1,2,3,3a,8,8a-Hexahydro-1,3a,8-trimethylpyrrolo [2,3-b]indol-4-ol), CC(C1=CC=CC=C1)N=C=O (R-(+)-α-methylbenzyl isocyanate). The solvent is C1CCOC1 (THF). Conditions: time 8 hour. Yields the product C[C@H](C1=CC=CC=C1)NC(OC1=C2[C@@]3([C@H](N(C2=CC=C1)C)N(CC3)C)C)=O ((±)-(3aR*,8aS*)-1,2,3,3a,8,8a-Hexahydro-1,3a,8-trimethylpyrrolo-[2,3-b]indol-4-yl (R)-(α-methylbenzyl)carbamate). Reaction SMILES: [CH3:1][N:2]1[C@@H:6]2[N:7]([CH3:15])[C:8]3[CH:9]=[CH:10][CH:11]=[C:12]([OH:14])[C:13]=3[C@:5]2([CH3:16])[CH2:4][CH2:3]1.C1CCN2C(=NCCC2)CC1.[CH3:28][CH:29]([N:36]=[C:37]=[O:38])[C:30]1[CH:35]=[CH:34][CH:33]=[CH:32][CH:31]=1>C1COCC1>[CH3:28][C@@H:29]([NH:36][C:37](=[O:38])[O:14][C:12]1[CH:11]=[CH:10][CH:9]=[C:8]2[C:13]=1[C@@:5]1([CH3:16])[CH2:4][CH2:3][N:2]([CH3:1])[C@H:6]1[N:7]2[CH3:15])[C:30]1[CH:35]=[CH:34][CH:33]=[CH:32][CH:31]=1. Procedure: cis-(±)-1,2,3,3a,8,8a-Hexahydro-1,3a,8-trimethylpyrrolo [2,3-b]indol-4-ol (2g) was dissolved in degassed THF (200 ml). DBU (0.8 ml) was added to the mixture followed by R-(+)-α-methylbenzyl isocyanate (2 g). The reaction was stirred at room temperature overnight under nitrogen. The solvent was evaporated under reduced pressure and the residue was purified using Prep 500 chromatography (4% MeOH/DCM) to yield 1.2 g of a solid. This material was combined with 600 mg of identically prepared material... The reactants are Cl (hydrochloric acid), [H-].[Na+] (sodium hydride), O1CCCC1 (tetrahydrofuran), COCOC1=C(C=CC2=CC=CC=C12)C=O (1-methoxymethoxy-2-naphthaldehyde), [Br-].C(=O)(O)CC[P+](C1=CC=CC=C1)(C1=CC=CC=C1)C1=CC=CC=C1 (2-carboxyethyl-triphenylphosphonium bromide). Reagents/catalysts: S(O)(O)(=O)=O (sulfuric acid). The solvent is C(C)(=O)OCC (ethyl acetate), C(C)(=O)OCC (ethyl acetate), O (water), C(C)O (ethanol), CS(=O)C (dimethyl sulfoxide). The product is OC1=C(C=CC2=CC=CC=C12)C=CCC(=O)OCC (Ethyl 4-(1-hydroxy-2-naphthyl)-3-butenoate). The yield is 15.0%. Reaction SMILES: [H-].[Na+].COC[O:6][C:7]1[C:16]2[C:11](=[CH:12][CH:13]=[CH:14][CH:15]=2)[CH:10]=[CH:9][C:8]=1[CH:17]=O.[Br-].[C:20]([CH2:23][CH2:24][P+](C1C=CC=CC=1)(C1C=CC=CC=1)C1C=CC=CC=1)([OH:22])=[O:21].Cl.O1CC[CH2:47][CH2:46]1>CS(C)=O.C(O)C.S(=O)(=O)(O)O.O.C(OCC)(=O)C>[OH:6][C:7]1[C:16]2[C:11](=[CH:12][CH:13]=[CH:14][CH:15]=2)[CH:10]=[CH:9][C:8]=1[CH:17]=[CH:24][CH2:23][C:20]([O:22][CH2:46][CH3:47])=[O:21] |f:0.1,3.4|. Procedure: A suspension of sodium hydride (60% in mineral oil; 1.94 g. 0.049 mole) in dry tetrahydrofuran (20 mL) was stirred at 0°. A solution of 1-methoxymethoxy-2-naphthaldehyde (2.00 g, 0.009 mole) and 2-carboxyethyl-triphenylphosphonium bromide(prepared by the procedure of H. S. Corey, J. R. D. McCormick and W. E. Swensen. J. Am. Chem. Soc. 86, 1884 (1964); 9.60 g, 0.023 mole) in dry dimethyl sulfoxide (15 mL) was added over 20 minutes. The mixture was allowed to warm to room temperature over 1.25 hou...